Dataset: the Open Reaction Database (ORD), a public repository of structured organic reaction records. Task: describe an organic reaction: reactants, conditions, products, and yield Reactants: COc1c(C)c(Br)c(OC)c2ccccc12, [Li]CCCC, CCOC(=O)Cl, C1CCOC1. The product is CCOC(=O)c1c(C)c(OC)c2ccccc2c1OC. As a reaction SMILES: [Br:6][c:7]1[c:8]([O:20][CH3:21])[c:9]2[cH:10][cH:11][cH:12][cH:13][c:14]2[c:15]([O:18][CH3:19])[c:16]1[CH3:17].[CH2:1]([Li:2])[CH2:3][CH2:4][CH3:5].[Cl:22][C:23](=[O:24])[O:25][CH2:26][CH3:27].[O:28]1[CH2:29][CH2:30][CH2:31][CH2:32]1>>[c:7]1([C:23](=[O:24])[O:25][CH2:26][CH3:27])[c:8]([O:20][CH3:21])[c:9]2[cH:10][cH:11][cH:12][cH:13][c:14]2[c:15]([O:18][CH3:19])[c:16]1[CH3:17]. Starting materials: CO, COC(=O)c1nc(-c2ccccc2)n2c1CN=C(c1ccccc1F)c1cc(Cl)ccc1-2, [K+], [OH-], O. Product: O=C(O)c1nc(-c2ccccc2)n2c1CN=C(c1ccccc1F)c1cc(Cl)ccc1-2. As a reaction SMILES: [CH3:35][OH:36].[Cl:1][c:2]1[cH:3][cH:4][c:5]2[c:6]([cH:32]1)[C:7]([c:25]1[c:26]([F:31])[cH:27][cH:28][cH:29][cH:30]1)=[N:8][CH2:9][c:10]1[n:11]-2[c:12](-[c:19]2[cH:20][cH:21][cH:22][cH:23][cH:24]2)[n:13][c:14]1[C:15](=[O:16])[O:17][CH3:18].[K+:34].[OH-:33].[OH2:37]>>[Cl:1][c:2]1[cH:3][cH:4][c:5]2[c:6]([cH:32]1)[C:7]([c:25]1[c:26]([F:31])[cH:27][cH:28][cH:29][cH:30]1)=[N:8][CH2:9][c:10]1[n:11]-2[c:12](-[c:19]2[cH:20][cH:21][cH:22][cH:23][cH:24]2)[n:13][c:14]1[C:15](=[O:16])[OH:17]. Isolated yield 79.5%. Starting materials: cuprous cyanide, C(C)#N (acetonitrile), ClCC1=C(C(=O)Cl)C=CC=C1 (2-chloromethylbenzoyl chloride). Reaction conditions: time 4 hour. Solvent: CCOCC (ether). RXN SMILES: [C:1](#[N:3])C.[Cl:4][CH2:5][C:6]1[CH:14]=[CH:13][CH:12]=[CH:11][C:7]=1[C:8](Cl)=[O:9]>CCOCC>[Cl:4][CH2:5][C:6]1[CH:14]=[CH:13][CH:12]=[CH:11][C:7]=1[C:8](=[O:9])[C:1]#[N:3]. Procedure: A mixture of 98% cuprous cyanide (2.01 g), acetonitrile (40 ml) and 2-chloromethylbenzoyl chloride (3.79 g) was heated under reflux with stirring for 4 hours. After the mixture was cooled by allowing it to stand, the mixture was diluted with ether, the precipitated insoluble materials were filtered off, and then the filtrate was washed successively with a saturated aqueous solution of sodium bicarbonate, water and saturated brine. The ether layer thus obtained was dried over anhydrous sodium sul... Product: ClCC1=C(C=CC=C1)C(C#N)=O (2-(2-chloromethylphenyl)-2-oxoacetonitrile). Reactants: FC(OC1=C(C(=O)Cl)C=CC=C1)(F)F (2-trifluoromethoxybenzoyl chloride), C(C1=CC=CC=C1)NC(=O)C1=C(N=C(S1)N)C (2-amino-4-methylthiazole-5-carboxylic acid benzylamide). Yields the product C(C1=CC=CC=C1)NC(=O)C1=C(N=C(S1)NC(C1=C(C=CC=C1)OC(F)(F)F)=O)C (4-Methyl-2-(2-trifluoromethoxybenzoylamino)thiazole-5-carboxylic Acid Benzylamide). The yield is 30.0%. RXN SMILES: [F:1][C:2]([F:14])([F:13])[O:3][C:4]1[CH:12]=[CH:11][CH:10]=[CH:9][C:5]=1[C:6](Cl)=[O:7].[CH2:15]([NH:22][C:23]([C:25]1[S:29][C:28]([NH2:30])=[N:27][C:26]=1[CH3:31])=[O:24])[C:16]1[CH:21]=[CH:20][CH:19]=[CH:18][CH:17]=1>>[CH2:15]([NH:22][C:23]([C:25]1[S:29][C:28]([NH:30][C:6](=[O:7])[C:5]2[CH:9]=[CH:10][CH:11]=[CH:12][C:4]=2[O:3][C:2]([F:14])([F:13])[F:1])=[N:27][C:26]=1[CH3:31])=[O:24])[C:16]1[CH:21]=[CH:20][CH:19]=[CH:18][CH:17]=1. Procedure details: Following the procedure as described in Example 2, making variations only as required to use 2-trifluoromethoxybenzoyl chloride in place of benzoyl chloride to react with 2-amino-4-methylthiazole-5-carboxylic acid benzylamide, the title compound was obtained as a white solid in 30% yield; m.p. 140-141° C.; 1H NMR (CDCl3, 300 MHz) δ 7.98 (dd, J=1.8, 7.8 Hz, 1H), 7.60 (ddd, J=1.8, 7.6, 8.2 Hz, 1H), 7.43 (dt, J=1.0, 7.6 Hz, 1H), 7.46-7.25 (m, 6H), 5.98 (t, J=5.3 Hz, 1H), 4.57 (d, J=5.6 Hz, 2H), 3.1... Starting materials: COC=1C=C(C=NC1OC)C1=CC=C2C(=N1)C(N(C2=O)C=2C=NN(C2)CC(F)(F)F)=C (2-(5,6-dimethoxy-3-pyridyl)-7-methylene-6-[1-(2,2,2-trifluoroethyl)pyrazol-4-yl]pyrrolo[3,4-b]pyridin-5-one), COC=1C=C(C=NC1OC)C1=CC=C2C(=N1)C(N(C2=O)C=2C=NN(C2)CC(F)(F)F)=C (2-(5,6-dimethoxy-3-pyridyl)-7-methylene-6-[1-(2,2,2-trifluoroethyl)pyrazol-4-yl]pyrrolo[3,4-b]pyridin-5-one), ice water. The reagents and catalysts are [Pd] (Pd/C). Solvent: C1CCOC1 (THF). Conditions: time 2.5 hour. Yields the product COC=1C=C(C=NC1OC)C1=CC=C2C(=N1)C(N(C2=O)C=2C=NN(C2)CC(F)(F)F)C (2-(5,6-dimethoxy-3-pyridyl)-7-methyl-6-[1-(2,2,2-trifluoroethyl)pyrazol-4-yl]-7H-pyrrolo[3,4-b]pyridin-5-one). Yield: 68.5%. RXN SMILES: [CH3:1][O:2][C:3]1[CH:4]=[C:5]([C:11]2[N:16]=[C:15]3[C:17](=[CH2:31])[N:18]([C:21]4[CH:22]=[N:23][N:24]([CH2:26][C:27]([F:30])([F:29])[F:28])[CH:25]=4)[C:19](=[O:20])[C:14]3=[CH:13][CH:12]=2)[CH:6]=[N:7][C:8]=1[O:9][CH3:10]>C1COCC1.[Pd]>[CH3:1][O:2][C:3]1[CH:4]=[C:5]([C:11]2[N:16]=[C:15]3[CH:17]([CH3:31])[N:18]([C:21]4[CH:22]=[N:23][N:24]([CH2:26][C:27]([F:30])([F:29])[F:28])[CH:25]=4)[C:19](=[O:20])[C:14]3=[CH:13][CH:12]=2)[CH:6]=[N:7][C:8]=1[O:9][CH3:10]. Procedure details: As shown in step 22-v of Scheme 22, to a solution of 2-(5,6-dimethoxy-3-pyridyl)-7-methylene-6-[1-(2,2,2-trifluoroethyl)pyrazol-4-yl]pyrrolo[3,4-b]pyridin-5-one (Compound 2071, 436 mg, 1.01 mmol) in THF (20 mL) was added Pd/C (200 mg, 10 wt % dry basis, wet, Degussa type). The reaction vessel was evacuated and then placed under an atmosphere of H2 (balloon). After stirring for 2.5 h, the reaction mixture was filtered through a pad of silica and washed with THF (80 mL). The resulting filtrate was...